Dataset: the Open Reaction Database (ORD), a public repository of structured organic reaction records. Task: describe an organic reaction: reactants, conditions, products, and yield Reactants: C1CCOC1, c1ccc(CC2CCNC2)cc1, O=C(NCCc1c[nH]c2ccc(Cl)cc12)Oc1ccccc1, [H-], [Na+]. Product: O=C(NCCc1c[nH]c2ccc(Cl)cc12)N1CCC(Cc2ccccc2)C1. Reaction SMILES: [CH2:37]1[O:38][CH2:39][CH2:40][CH2:41]1.[CH2:3]([c:4]1[cH:5][cH:6][cH:7][cH:8][cH:9]1)[CH:10]1[CH2:11][NH:12][CH2:13][CH2:14]1.[Cl:15][c:16]1[cH:17][c:18]2[c:19]([CH2:25][CH2:26][NH:27][C:28]([O:29][c:31]3[cH:32][cH:33][cH:34][cH:35][cH:36]3)=[O:30])[cH:20][nH:21][c:22]2[cH:23][cH:24]1.[H-:2].[Na+:1]>>[CH2:3]([c:4]1[cH:5][cH:6][cH:7][cH:8][cH:9]1)[CH:10]1[CH2:11][N:12]([C:28]([NH:27][CH2:26][CH2:25][c:19]2[c:18]3[cH:17][c:16]([Cl:15])[cH:24][cH:23][c:22]3[nH:21][cH:20]2)=[O:29])[CH2:13][CH2:14]1. Starting materials: C(C)(C)(C)OC(=O)N1CCC(CC1)C1=NC2=CC=CC=C2N=C1 (1-tert-butoxycarbonyl-4-(quinoxalin-2-yl)piperidine), FC(C(=O)O)(F)F (trifluoroacetic acid). Run in ClCCl (dichloromethane), [OH-].[Na+] (sodium hydroxide). Conditions: time 18 hour. Product: N1=C(C=NC2=CC=CC=C12)C1CCNCC1 (4-(quinoxalin-2-yl)piperidine). The yield is 41.6%. As a reaction SMILES: C(OC([N:8]1[CH2:13][CH2:12][CH:11]([C:14]2[CH:23]=[N:22][C:21]3[C:16](=[CH:17][CH:18]=[CH:19][CH:20]=3)[N:15]=2)[CH2:10][CH2:9]1)=O)(C)(C)C.FC(F)(F)C(O)=O>ClCCl.[OH-].[Na+]>[N:15]1[C:16]2[C:21](=[CH:20][CH:19]=[CH:18][CH:17]=2)[N:22]=[CH:23][C:14]=1[CH:11]1[CH2:12][CH2:13][NH:8][CH2:9][CH2:10]1 |f:3.4|. Procedure details: A mixture of 0.47 gm (1.5 mMol) 1-tert-butoxycarbonyl-4-(quinoxalin-2-yl)piperidine and 5 mL trifluoroacetic acid in 5 mL dichloromethane was stirred at room temperature for 18 hours. The reaction mixture was diluted with 2N sodium hydroxide and the phases were separated. The aqueous phase was extracted well with dichloromethane. The organic phases were combined, washed with saturated aqueous sodium chloride, dried over sodium sulfate and concentrated under reduced pressure. The residue was subj... The reactants are N1C(=NC2=C1C=CC=C2)CN(C(CN2C(SC1=C2C=C(C=C1)Cl)=O)=O)C (N-(1H-benzimidazol-2-ylmethyl)-2-(5-chloro-2-oxo-1,3-benzothiazol-3(2H)-yl)-N-methylacetamide), CN(C)C=O (DMF), BrCCO[Si](C)(C)C(C)(C)C ((2-bromoethoxy)(tert-butyl)dimethylsilane), C(=O)([O-])[O-].[K+].[K+] (K2CO3). The solvent is CCOC(=O)C (EtOAc). Run at temperature 95 celsius, time 24 hour. The product is [Si](C)(C)(C(C)(C)C)OCCN1C(=NC2=C1C=CC=C2)CN(C(CN2C(SC1=C2C=C(C=C1)Cl)=O)=O)C (N-{[1-(2-{[tert-butyl(dimethyl)silyl]oxy}ethyl)-1H-benzimidazol-2-yl]methyl}-2-(5-chloro-2-oxo-1,3-benzothiazol-3(2H)-yl)-N-methylacetamide). Reaction SMILES: [NH:1]1[C:5]2[CH:6]=[CH:7][CH:8]=[CH:9][C:4]=2[N:3]=[C:2]1[CH2:10][N:11]([CH3:26])[C:12](=[O:25])[CH2:13][N:14]1[C:18]2[CH:19]=[C:20]([Cl:23])[CH:21]=[CH:22][C:17]=2[S:16][C:15]1=[O:24].CN(C=O)C.Br[CH2:33][CH2:34][O:35][Si:36]([C:39]([CH3:42])([CH3:41])[CH3:40])([CH3:38])[CH3:37].C([O-])([O-])=O.[K+].[K+]>CCOC(C)=O>[Si:36]([O:35][CH2:34][CH2:33][N:1]1[C:5]2[CH:6]=[CH:7][CH:8]=[CH:9][C:4]=2[N:3]=[C:2]1[CH2:10][N:11]([CH3:26])[C:12](=[O:25])[CH2:13][N:14]1[C:18]2[CH:19]=[C:20]([Cl:23])[CH:21]=[CH:22][C:17]=2[S:16][C:15]1=[O:24])([C:39]([CH3:42])([CH3:41])[CH3:40])([CH3:38])[CH3:37] |f:3.4.5|. Procedure: To a mixture of N-(1H-benzimidazol-2-ylmethyl)-2-(5-chloro-2-oxo-1,3-benzothiazol-3(2H)-yl)-N-methylacetamide (500 mg) and DMF (15 mL) were added (2-bromoethoxy)(tert-butyl)dimethylsilane (555 μL) and K2CO3 (358 mg), followed by heating and stirring at 95° C. for 24 hours. The reaction mixture was diluted with EtOAc, and washed with water and brine in this order. The organic layer was dried over Na2SO4 and then concentrated under reduced pressure. To the resulting solid was added EtOAc, followed... Reactants: O=[N+]([O-])c1cc(Cl)c(Cl)c(Cl)c1, [H-], [Na+], CN(C)C=O, N#Cc1ccc2nc(S)sc2c1. Product: N#Cc1ccc2nc(Sc3c(Cl)cc([N+](=O)[O-])cc3Cl)sc2c1. RXN SMILES: [Cl:13][c:14]1[c:15]([Cl:24])[c:16]([Cl:23])[cH:17][c:18]([N+:20](=[O:21])[O-:22])[cH:19]1.[H-:26].[Na+:25].[O:27]=[CH:28][N:29]([CH3:30])[CH3:31].[SH:1][c:2]1[s:3][c:4]2[c:5]([n:6]1)[cH:7][cH:8][c:9]([C:11]#[N:12])[cH:10]2>>[S:1]([c:2]1[s:3][c:4]2[c:5]([n:6]1)[cH:7][cH:8][c:9]([C:11]#[N:12])[cH:10]2)[c:15]1[c:14]([Cl:13])[cH:19][c:18]([N+:20](=[O:21])[O-:22])[cH:17][c:16]1[Cl:23]. Starting materials: C(C)(C)(C)OC(=O)N[C@@H](CC1=CC=C(C=C1)CCCCCC(=O)OC(C)(C)C)C(N1CCCCC1)=O (tert-Butyl (S)-6-(4-(2-((tert-butoxycarbonyl)amino)-3-oxo-3-(piperidin-1-yl)propyl)phenyl)hexanoate), C([O-])([O-])=O.[Na+].[Na+] (sodium carbonate), C1=CC=CC=2C3=CC=CC=C3C(C12)COC(=O)ON1C(CCC1=O)=O (N-(9-fluorenylmethoxycarbonyloxy)-succinimide), FC(C(=O)O)(F)F (trifluoroacetic acid). Run in C(Cl)Cl (DCM). Conditions: time 30 minute. Yields the product C1=CC=CC=2C3=CC=CC=C3C(C12)COC(=O)N[C@@H](CC1=CC=C(C=C1)CCCCCC(=O)O)C(N1CCCCC1)=O ((S)-6-(4-(2-((((9H-fluoren-9-yl)methoxy) carbonyl)amino)-3-oxo-3-(piperidin-1-yl)propyl)phenyl)hexanoic acid). Reaction SMILES: C([O:5][C:6]([NH:8][C@H:9]([C:29](=[O:36])[N:30]1[CH2:35][CH2:34][CH2:33][CH2:32][CH2:31]1)[CH2:10][C:11]1[CH:16]=[CH:15][C:14]([CH2:17][CH2:18][CH2:19][CH2:20][CH2:21][C:22]([O:24]C(C)(C)C)=[O:23])=[CH:13][CH:12]=1)=[O:7])(C)(C)C.FC(F)(F)C(O)=O.C(=O)([O-])[O-].[Na+].[Na+].[CH:50]1[C:62]2[CH:61]([CH2:63]OC(ON3C(=O)CCC3=O)=O)[C:60]3[C:55](=[CH:56][CH:57]=[CH:58][CH:59]=3)[C:54]=2[CH:53]=[CH:52][CH:51]=1>C(Cl)Cl>[CH:50]1[C:62]2[CH:61]([CH2:63][O:5][C:6]([NH:8][C@H:9]([C:29](=[O:36])[N:30]3[CH2:31][CH2:32][CH2:33][CH2:34][CH2:35]3)[CH2:10][C:11]3[CH:12]=[CH:13][C:14]([CH2:17][CH2:18][CH2:19][CH2:20][CH2:21][C:22]([OH:24])=[O:23])=[CH:15][CH:16]=3)=[O:7])[C:60]3[C:55](=[CH:56][CH:57]=[CH:58][CH:59]=3)[C:54]=2[CH:53]=[CH:52][CH:51]=1 |f:2.3.4|. Procedure details: tert-Butyl (S)-6-(4-(2-((tert-butoxycarbonyl)amino)-3-oxo-3-(piperidin-1-yl)propyl)phenyl)hexanoate (Compound SP426) (5.65 g, 11.24 mmol) was dissolved in DCM (30.0 ml), trifluoroacetic acid (15.0 ml, 195 mmol) was added and the mixture was stirred for 30 minutes at room temperature, after which the reaction solution was concentrated under reduced pressure. The resulting residue was dissolved in dioxane (40 ml) and a 10% aqueous sodium carbonate solution (80 ml), N-(9-fluorenylmethoxycarbonyloxy...